Task: describe an organic reaction: reactants, conditions, products, and yield. Dataset: the Open Reaction Database (ORD), a public repository of structured organic reaction records Starting materials: FC=1C=C(C=CC1)C1COCC(N1)=O (5-(3-fluorophenyl)morpholin-3-one), [H-].[Al+3].[Li+].[H-].[H-].[H-] (lithium aluminum hydride). Run in C1CCOC1 (THF). Conditions: time 8 hour. Product: FC=1C=C(C=CC1)C1NCCOC1 (3-(3-fluorophenyl)morpholine). Reaction SMILES: [F:1][C:2]1[CH:3]=[C:4]([CH:8]2[NH:13][C:12](=O)[CH2:11][O:10][CH2:9]2)[CH:5]=[CH:6][CH:7]=1.[H-].[Al+3].[Li+].[H-].[H-].[H-]>C1COCC1>[F:1][C:2]1[CH:3]=[C:4]([CH:8]2[CH2:9][O:10][CH2:11][CH2:12][NH:13]2)[CH:5]=[CH:6][CH:7]=1 |f:1.2.3.4.5.6|. Procedure details: In step 2-4, a solution of 5-(3-fluorophenyl)morpholin-3-one (4.56 g, 23.4 mmol) in THF at 0° C. was treated with lithium aluminum hydride (4.3 g, 107 mmol) in a single portion. The suspension was warmed to room temperature and stirred overnight. The reaction mixture was quenched with Na2SO4 10 H2O and stirred for 4 hours. The heterogeneous solution was filtered through a celite pad, and the filtrate was concentrated and purified with flash chromatography (5-10% methanol/EtOAc) to obtain 3-(3-fl... Reaction SMILES: [Cl:1][C:2]1[CH:3]=[C:4]([C:8]2(O)[CH2:13][CH2:12][CH2:11][CH:10]([CH3:14])[CH2:9]2)[CH:5]=[CH:6][CH:7]=1.[S]>>[Cl:1][C:2]1[CH:3]=[C:4]([C:8]2[CH:13]=[CH:12][CH:11]=[C:10]([CH3:14])[CH:9]=2)[CH:5]=[CH:6][CH:7]=1 |^3:15|. The reactants are ClC=1C=C(C=CC1)C1(CC(CCC1)C)O (1-(3-chlorophenyl)-3-methylcyclohexan-1-ol), [S] (sulfur). Reaction conditions: time 60 hour. The product is ClC=1C=C(C=CC1)C1=CC(=CC=C1)C (3'-chloro-3-methyl[1,1'-biphenyl]). Procedure details: A mixture of 1-(3-chlorophenyl)-3-methylcyclohexan-1-ol (25.0 g, 0.11 mole) and sulfur (7.1 g, 0.22 mole) was heated at 250° for 4.5 hours. The reaction mixture then stood at room temperature for approximately 60 hours, and then it was distilled under reduced pressure to give 19.5 grams of distillate; bp, 150°-165°/10 mm. The distillate was chromatographed on silica gel, elution with hexane. The eluent was evaporated under reduced pressure to give 3'-chloro-3-methyl[1,1'-biphenyl] (17.0 g) as an... Yield: 76.3%. Starting materials: CC(=O)O[BH-](OC(C)=O)OC(C)=O, O=C([O-])O, CC(Cl)Cl, O=C(Cc1ccc(F)cc1)NC1CCNCC1, [Na+], [Na+], O=Cc1ccc2ccccc2n1. Product: O=C(Cc1ccc(F)cc1)NC1CCN(Cc2ccc3ccccc3n2)CC1. RXN SMILES: [C:30]([O:31][BH-:32]([O:33][C:34](=[O:35])[CH3:36])[O:37][C:38](=[O:39])[CH3:40])(=[O:41])[CH3:42].[C:44](=[O:45])([O-:46])[OH:47].[Cl:49][CH:50]([Cl:51])[CH3:52].[F:1][c:2]1[cH:3][cH:4][c:5]([CH2:8][C:9](=[O:10])[NH:11][CH:12]2[CH2:13][CH2:14][NH:15][CH2:16][CH2:17]2)[cH:6][cH:7]1.[Na+:43].[Na+:48].[n:18]1[c:19]([CH:28]=[O:29])[cH:20][cH:21][c:22]2[cH:23][cH:24][cH:25][cH:26][c:27]12>>[F:1][c:2]1[cH:3][cH:4][c:5]([CH2:8][C:9](=[O:10])[NH:11][CH:12]2[CH2:13][CH2:14][N:15]([CH2:28][c:19]3[n:18][c:27]4[c:22]([cH:21][cH:20]3)[cH:23][cH:24][cH:25][cH:26]4)[CH2:16][CH2:17]2)[cH:6][cH:7]1. The reactants are [Al+3], CCOC(=O)C1CCN(C(C)C)CC1, [H-], [H-], [H-], [H-], [Li+], [Mg+2], [Na+], O=S(=O)([O-])[O-], C1CCOC1, [OH-], O. Yields the product CC(C)N1CCC(CO)CC1. RXN SMILES: [Al+3:2].[CH:7]([CH3:8])([CH3:9])[N:10]1[CH2:11][CH2:12][CH:13]([C:16](=[O:17])[O:18][CH2:19][CH3:20])[CH2:14][CH2:15]1.[H-:1].[H-:4].[H-:5].[H-:6].[Li+:3].[Mg+2:23].[Na+:22].[O-:24][S:25](=[O:26])(=[O:27])[O-:28].[O:29]1[CH2:30][CH2:31][CH2:32][CH2:33]1.[OH-:21].[OH2:34]>>[CH:7]([CH3:8])([CH3:9])[N:10]1[CH2:11][CH2:12][CH:13]([CH2:16][OH:17])[CH2:14][CH2:15]1. The reactants are [Br-], CCCC[N+](CCCC)(CCCC)CCCC, CCCC[N+](CCCC)(CCCC)CCCC, Cc1ccccc1, [Cl-], ClCCN(CCCl)Cc1ccccc1, N#CCc1ccccc1, [NH4+], [Na+], [OH-], O=S(=O)([O-])O, O=S(=O)([O-])O. Product: N#CC1(c2ccccc2)CCN(Cc2ccccc2)CC1, Cl. As a reaction SMILES: [Br-:23].[CH2:1]([N+:2]([CH2:3][CH2:4][CH2:5][CH3:6])([CH2:7][CH2:8][CH2:9][CH3:10])[CH2:11][CH2:12][CH2:13][CH3:14])[CH2:15][CH2:16][CH3:17].[CH2:63]([N+:64]([CH2:65][CH2:66][CH2:67][CH3:68])([CH2:69][CH2:70][CH2:71][CH3:72])[CH2:73][CH2:74][CH2:75][CH3:76])[CH2:77][CH2:78][CH3:79].[CH3:51][c:52]1[cH:53][cH:54][cH:55][cH:56][cH:57]1.[Cl-:24].[Cl:25][CH2:26][CH2:27][N:28]([CH2:29][c:30]1[cH:31][cH:32][cH:33][cH:34][cH:35]1)[CH2:36][CH2:37][Cl:38].[N:39]#[C:40][CH2:41][c:42]1[cH:43][cH:44][cH:45][cH:46][cH:47]1.[NH4+:50].[Na+:49].[OH-:48].[S:18]([O-:19])([OH:20])(=[O:21])=[O:22].[S:58]([O-:59])([OH:60])(=[O:61])=[O:62]>>[CH2:26]1[CH2:27][N:28]([CH2:29][c:30]2[cH:31][cH:32][cH:33][cH:34][cH:35]2)[CH2:36][CH2:37][C:41]1([C:40]#[N:39])[c:42]1[cH:43][cH:44][cH:45][cH:46][cH:47]1.[ClH:25].